Task: describe an organic reaction: reactants, conditions, products, and yield. Dataset: the Open Reaction Database (ORD), a public repository of structured organic reaction records Starting materials: C([O-])([O-])=O.[K+].[K+] (potassium carbonate), CI (methyl iodide), C([O-])([O-])=O.[K+].[K+] (potassium carbonate), C(C)(CC)C1=CC=C(C=C1)O (4-sec-butyl-phenol), CI (methyl iodide), O (water). Run in C(C)(=O)OCC (ethyl acetate), CN(C=O)C (N,N-dimethylformamide). Run at time 30 minute. The product is C(C)(CC)C1=CC=C(C=C1)OC (4-sec-butyl-anisol). Reaction SMILES: [CH:1]([C:5]1[CH:10]=[CH:9][C:8]([OH:11])=[CH:7][CH:6]=1)([CH2:3][CH3:4])[CH3:2].[C:12](=O)([O-])[O-].[K+].[K+].CI.O>CN(C)C=O.C(OCC)(=O)C>[CH:1]([C:5]1[CH:6]=[CH:7][C:8]([O:11][CH3:12])=[CH:9][CH:10]=1)([CH2:3][CH3:4])[CH3:2] |f:1.2.3|. Procedure: 2 g 4-sec-butyl-phenol are dissolved in 15 ml N,N-dimethylformamide, combined with 2.2 g potassium carbonate, stirred for 30 minutes and then combined with 830 μl methyl iodide. The mixture is stirred for 12 hours and then a further 600 mg potassium carbonate and 300 μl methyl iodide are added. After stirring for 3 hours the mixture is divided between water and ethyl acetate and the organic phase is washed with saturated aqueous sodium chloride solution. It is dried with magnesium sulphate and t... Solvent: O (H2O), C(Cl)Cl (methylene chloride), C(Cl)Cl (methylene chloride). Reported procedure: 3-Butyryl-4-(2-isopropylphenylamino)-8-(2-methylthioethoxy)quinoline (0.22 g, 0.52 mmol) was dissolved in methylene chloride (15 ml) and added to a mixture of 0.093 g NaHCO3 in 15 ml H2O. A solution of 71% m-CPBA (0.12 g, 0.50 mmol) in 7 ml methylene chloride was added dropwise at 4° C. The solution was stirred for one hour at this temperature. The reaction mixture was washed with a saturated sodium bicarbonate solution. The organic layer was dried over Na2SO4 and evaporated. Chromatography with... The product is C(CCC)(=O)C=1C=NC2=C(C=CC=C2C1NC1=C(C=CC=C1)C(C)C)OCCS(=O)C (3-butyryl-4-(2-isopropylphenylamino)-8(2-methylsulfinylethoxy)quinoline). Reactants: C(=O)(O)[O-].[Na+] (NaHCO3), C1=CC(=CC(=C1)Cl)C(=O)OO (m-CPBA), C(CCC)(=O)C=1C=NC2=C(C=CC=C2C1NC1=C(C=CC=C1)C(C)C)OCCSC (3-Butyryl-4-(2-isopropylphenylamino)-8-(2-methylthioethoxy)quinoline). Isolated yield 57.0%. Reaction conditions: time 1 hour. RXN SMILES: [C:1]([C:6]1[CH:7]=[N:8][C:9]2[C:14]([C:15]=1[NH:16][C:17]1[CH:22]=[CH:21][CH:20]=[CH:19][C:18]=1[CH:23]([CH3:25])[CH3:24])=[CH:13][CH:12]=[CH:11][C:10]=2[O:26][CH2:27][CH2:28][S:29][CH3:30])(=[O:5])[CH2:2][CH2:3][CH3:4].C([O-])(O)=[O:32].[Na+].C1C=C(Cl)C=C(C(OO)=O)C=1>C(Cl)Cl.O>[C:1]([C:6]1[CH:7]=[N:8][C:9]2[C:14]([C:15]=1[NH:16][C:17]1[CH:22]=[CH:21][CH:20]=[CH:19][C:18]=1[CH:23]([CH3:24])[CH3:25])=[CH:13][CH:12]=[CH:11][C:10]=2[O:26][CH2:27][CH2:28][S:29]([CH3:30])=[O:32])(=[O:5])[CH2:2][CH2:3][CH3:4] |f:1.2|.